Task: describe an organic reaction: reactants, conditions, products, and yield. Dataset: the Open Reaction Database (ORD), a public repository of structured organic reaction records Starting materials: CCOC(=O)C1CC1c1ccc(C(C)(C)C)o1, CO, [Cl-], Cl, [K+], [Na+], [OH-], O. Yields the product CC(C)(C)c1ccc(C2CC2C(=O)O)o1. RXN SMILES: [C:1]([CH3:2])([CH3:3])([CH3:4])[c:5]1[cH:6][cH:7][c:8]([CH:10]2[CH:11]([C:13](=[O:14])[O:15][CH2:16][CH3:17])[CH2:12]2)[o:9]1.[CH3:23][OH:24].[Cl-:22].[ClH:20].[K+:19].[Na+:21].[OH-:18].[OH2:25]>>[C:1]([CH3:2])([CH3:3])([CH3:4])[c:5]1[cH:6][cH:7][c:8]([CH:10]2[CH:11]([C:13](=[O:14])[OH:15])[CH2:12]2)[o:9]1. Starting materials: CCCC(=O)CC(=O)OCc1ccccc1, Cl, N, c1ccc(C2(c3ccccc3)CCNCC2)cc1. Yields the product CCCC(N)=CC(=O)OCc1ccccc1. RXN SMILES: [C:1]([CH2:2][CH2:3][CH3:4])(=[O:5])[CH2:6][C:7](=[O:8])[O:9][CH2:10][c:11]1[cH:12][cH:13][cH:14][cH:15][cH:16]1.[ClH:17].[NH3:36].[c:18]1([C:19]2([c:20]3[cH:21][cH:22][cH:23][cH:24][cH:25]3)[CH2:26][CH2:28][NH:27][CH2:29][CH2:30]2)[cH:31][cH:32][cH:33][cH:34][cH:35]1>>[C:1]([CH2:2][CH2:3][CH3:4])(=[CH:6][C:7](=[O:8])[O:9][CH2:10][c:11]1[cH:12][cH:13][cH:14][cH:15][cH:16]1)[NH2:27]. Reactants: COC=1NC(=C(N1)C#N)C#N (2-methoxy-4,5-imidazoledicarbonitrile), [H-].[Na+] (Sodium hydride), IC (iodomethane), ice water, [H][H] (Hydrogen). Solvent: CN(C=O)C (dimethylformamide). Run at time 8 hour. Product: CN1C(=NC(=C1C#N)C#N)OC (1-methyl-2-methoxy-4,5-imidazoledicarbonitrile). Yield: 44.9%. RXN SMILES: [H-].[Na+].[CH3:3][O:4][C:5]1[NH:6][C:7]([C:12]#[N:13])=[C:8]([C:10]#[N:11])[N:9]=1.[H][H].I[CH3:17]>CN(C)C=O>[CH3:17][N:9]1[C:8]([C:10]#[N:11])=[C:7]([C:12]#[N:13])[N:6]=[C:5]1[O:4][CH3:3] |f:0.1|. Procedure: Sodium hydride g; 60% in an oil dispersion) was added in small portions to a stirred solution of the above-identified 2-methoxy-4,5-imidazoledicarbonitrile (3.25 g; 0.022 mol) in dimethylformamide (25 mL). Hydrogen gas was evolved. The mixture was cooled, iodomethane (3.2 g) was slowly added and the mixture was stirred overnight. The mixture was poured into ice-water and extracted with chloroform. The combined chloroform extract was washed with water, dried (magnesium sulfate) and concentrated t... The reactants are BrC=1N=C2N(C3=C(NC4=C2C=CC=C4)N=CC=C3)C1C1=CC=C(C=C1)C1(CCC1)NC(OC(C)(C)C)=O (tert-butyl {1-[4-(2-bromo-9H-imidazo[1,2-d]pyrido[2,3-b][1,4]benzodiazepin-3-yl)phenyl]cyclobutyl}carbamate), COC1=CC=C(C=C1)C1=NC=C(C=C1)B1OC(C(O1)(C)C)(C)C (2-(4-methoxyphenyl)-5-(4,4,5,5-tetramethyl-1,3,2-dioxaborolan-2-yl)pyridine), C(=O)([O-])[O-].[Na+].[Na+] (Na2CO3). The reagents and catalysts are CC(C)(C)P(C1=CC=C(C=C1)N(C)C)C(C)(C)C.CC(C)(C)P(C1=CC=C(C=C1)N(C)C)C(C)(C)C.Cl[Pd]Cl (bis(di-tert-butyl(4-dimethylaminophenyl)phosphine)dichloropalladium(II)). Solvent: CN(C)C=O (DMF), CCOC(=O)C (AcOEt). Yields the product C(C)(C)(C)OC(NC1(CCC1)C1=CC=C(C=C1)C1=C(N=C2N1C1=C(NC3=C2C=CC=C3)N=CC=C1)C=1C=NC(=CC1)C1=CC=C(C=C1)OC)=O (tert-butyl[1-(4-{2-[6-(4-methoxyphenyl)pyridin-3-yl]-9H-imidazo[1,2-d]pyrido[2,3-b][1,4]benzodiazepin-3-yl}phenyl)cyclobutyl]carbamate). The yield is 102.3%. RXN SMILES: Br[C:2]1[N:3]=[C:4]2[C:10]3[CH:11]=[CH:12][CH:13]=[CH:14][C:9]=3[NH:8][C:7]3[N:15]=[CH:16][CH:17]=[CH:18][C:6]=3[N:5]2[C:19]=1[C:20]1[CH:25]=[CH:24][C:23]([C:26]2([NH:30][C:31](=[O:37])[O:32][C:33]([CH3:36])([CH3:35])[CH3:34])[CH2:29][CH2:28][CH2:27]2)=[CH:22][CH:21]=1.[CH3:38][O:39][C:40]1[CH:45]=[CH:44][C:43]([C:46]2[CH:51]=[CH:50][C:49](B3OC(C)(C)C(C)(C)O3)=[CH:48][N:47]=2)=[CH:42][CH:41]=1.C([O-])([O-])=O.[Na+].[Na+]>CN(C=O)C.CCOC(C)=O.CC(P(C(C)(C)C)C1C=CC(N(C)C)=CC=1)(C)C.CC(P(C(C)(C)C)C1C=CC(N(C)C)=CC=1)(C)C.Cl[Pd]Cl>[C:33]([O:32][C:31](=[O:37])[NH:30][C:26]1([C:23]2[CH:24]=[CH:25][C:20]([C:19]3[N:5]4[C:6]5[CH:18]=[CH:17][CH:16]=[N:15][C:7]=5[NH:8][C:9]5[CH:14]=[CH:13][CH:12]=[CH:11][C:10]=5[C:4]4=[N:3][C:2]=3[C:49]3[CH:48]=[N:47][C:46]([C:43]4[CH:42]=[CH:41][C:40]([O:39][CH3:38])=[CH:45][CH:44]=4)=[CH:51][CH:50]=3)=[CH:21][CH:22]=2)[CH2:27][CH2:28][CH2:29]1)([CH3:36])([CH3:35])[CH3:34] |f:2.3.4,7.8.9|. Reported procedure: A mixture of tert-butyl {1-[4-(2-bromo-9H-imidazo[1,2-d]pyrido[2,3-b][1,4]benzodiazepin-3-yl)phenyl]cyclobutyl}carbamate (50 mg, 0.090 mmol), 2-(4-methoxyphenyl)-5-(4,4,5,5-tetramethyl-1,3,2-dioxaborolan-2-yl)pyridine (84 mg, 0.27 mmol), bis(di-tert-butyl(4-dimethylaminophenyl)phosphine)dichloropalladium(II) (6 mg, 0.09 mmol), and 2M Na2CO3 aq. (0.090 mL, 0.18 mmol) in DMF (2.5 mL) was treated with microwave (160° C. for 1 hour). The mixture was diluted with AcOEt, washed with water(×3), brine, ... Reactants: [H]C(C1=CC(C(C)=O)=CC=C1)=O, O=C(SCC)CC(O)=O. Reagents/catalysts: CN(C)c1ccncc1, 4Å Molecular Sieve, NCC1=CC=CC=C1.O=C(C(F)(F)F)O. Run in C1COCC1. Run at temperature 50 celsius, time 24 hour. Product: CC(C1=CC=CC(/C=C/C(SCC)=O)=C1)=O. The yield is 78.0%. Reactants: C(C)(C)(C)C1=C(C(=O)O)C=CC(=C1CNC(C(C1CCCC1)C)=O)N (t-butyl-4-amino-3-[(2-cyclopentyl-N-methylacetylamino)methyl]benzoic acid), C(=O)(C(F)(F)F)O (TFA). Solvent: C(Cl)Cl (CH2Cl2). Reaction conditions: time 12 hour. The product is FC(C(=O)O)(F)F.NC1=C(C=C(C(=O)O)C=C1)CNC(C(C1CCCC1)C)=O (4-Amino-3-[(2-cyclopentyl-N-methylacetylamino)methyl]benzoic acid trifluoro acetate). RXN SMILES: C([C:5]1[C:13]([CH2:14][NH:15][C:16](=[O:24])[CH:17]([CH3:23])[CH:18]2[CH2:22][CH2:21][CH2:20][CH2:19]2)=[C:12]([NH2:25])[CH:11]=[CH:10][C:6]=1[C:7]([OH:9])=[O:8])(C)(C)C.[C:26]([OH:32])([C:28]([F:31])([F:30])[F:29])=[O:27]>C(Cl)Cl>[F:29][C:28]([F:31])([F:30])[C:26]([OH:32])=[O:27].[NH2:25][C:12]1[CH:11]=[CH:10][C:6]([C:7]([OH:9])=[O:8])=[CH:5][C:13]=1[CH2:14][NH:15][C:16](=[O:24])[CH:17]([CH3:23])[CH:18]1[CH2:22][CH2:21][CH2:20][CH2:19]1 |f:3.4|. Procedure: To a stirred solution of t-butyl-4-amino-3-[(2-cyclopentyl-N-methylacetylamino)methyl]benzoic acid (0.75 g, 2.16 mmole) in CH2Cl2 (20 mL) at RT was added TFA (20 mL). After 12 hr, the reaction contents were evaporated, washed with hexanes and dried under high vacuum overnight affording the title compound (0.63 g, 2.16 mmol) as an orange oil. This product was used without further purification: MS (ES) m/e 292 (M+H-TFA)+. The reactants are O=C(O)CC(=O)NCCC(F)(F)C(F)(F)F, NC1C(=O)N(CC2CC2)c2ccccc2-c2ccccc21. Product: O=C(CC(=O)NC1C(=O)N(CC2CC2)c2ccccc2-c2ccccc21)NCCC(F)(F)C(F)(F)F. As a reaction SMILES: [F:22][C:23]([CH2:24][CH2:25][NH:26][C:27]([CH2:28][C:29](=[O:30])[OH:31])=[O:32])([C:33]([F:34])([F:35])[F:36])[F:37].[NH2:1][CH:2]1[c:3]2[c:4]([cH:18][cH:19][cH:20][cH:21]2)-[c:5]2[c:6]([cH:14][cH:15][cH:16][cH:17]2)[N:7]([CH2:10][CH:11]2[CH2:12][CH2:13]2)[C:8]1=[O:9]>>[NH:1]([CH:2]1[c:3]2[c:4]([cH:18][cH:19][cH:20][cH:21]2)-[c:5]2[c:6]([cH:14][cH:15][cH:16][cH:17]2)[N:7]([CH2:10][CH:11]2[CH2:12][CH2:13]2)[C:8]1=[O:9])[C:29]([CH2:28][C:27]([NH:26][CH2:25][CH2:24][C:23]([F:22])([C:33]([F:34])([F:35])[F:36])[F:37])=[O:32])=[O:30]. The reactants are CC1CCCC(C)N1, CO, COCCOc1ccccc1OCC1CO1, O. The product is COCCOc1ccccc1OCC(O)CN1C(C)CCCC1C. Reaction SMILES: [CH3:17][CH:18]1[NH:19][CH:20]([CH3:24])[CH2:21][CH2:22][CH2:23]1.[CH3:25][OH:26].[O:1]1[CH2:2][CH:3]1[CH2:4][O:5][c:6]1[c:7]([O:12][CH2:13][CH2:14][O:15][CH3:16])[cH:8][cH:9][cH:10][cH:11]1.[OH2:27]>>[OH:1][CH:3]([CH2:2][N:19]1[CH:18]([CH3:17])[CH2:23][CH2:22][CH2:21][CH:20]1[CH3:24])[CH2:4][O:5][c:6]1[c:7]([O:12][CH2:13][CH2:14][O:15][CH3:16])[cH:8][cH:9][cH:10][cH:11]1. The reactants are S1C=CC=C1 (thiophene), O=C(CCN1C(NC2=C1C=CC=C2)=O)C (1,3 -dihydro-1-(3-oxobutyl)-2H-benzimidazol-2-one), Cl.FC1=CC=C(C=C1)C(CC1CCNCC1)=O (1-(4-fluorophenyl)-2-(4-piperidinyl)ethanone hydrochloride), C(O)([O-])=O.[Na+] (sodium hydrogen carbonate), [H][H] (hydrogen). The reagents and catalysts are [Pd] (palladium-on-charcoal). Run in CO (methanol), C(C)O (ethanol). Product: FC1=CC=C(C=C1)C(CC1CCN(CC1)C(CCN1C(NC2=C1C=CC=C2)=O)C)=O (1-[3-[4-[2-(4-fluorophenyl)-2-oxoethyl]-1-piperidinyl]butyl]-1,3-dihydro-2H-benzimidazol-2-one). Isolated yield 33.0%. Reaction SMILES: S1C=CC=C1.O=[C:7]([CH3:20])[CH2:8][CH2:9][N:10]1[C:14]2[CH:15]=[CH:16][CH:17]=[CH:18][C:13]=2[NH:12][C:11]1=[O:19].Cl.[F:22][C:23]1[CH:28]=[CH:27][C:26]([C:29](=[O:37])[CH2:30][CH:31]2[CH2:36][CH2:35][NH:34][CH2:33][CH2:32]2)=[CH:25][CH:24]=1.C(=O)([O-])O.[Na+].[H][H]>[Pd].CO.C(O)C>[F:22][C:23]1[CH:28]=[CH:27][C:26]([C:29](=[O:37])[CH2:30][CH:31]2[CH2:36][CH2:35][N:34]([CH:7]([CH3:20])[CH2:8][CH2:9][N:10]3[C:14]4[CH:15]=[CH:16][CH:17]=[CH:18][C:13]=4[NH:12][C:11]3=[O:19])[CH2:33][CH2:32]2)=[CH:25][CH:24]=1 |f:2.3,4.5|. Procedure details: To 1 part of a volume of 2 parts of thiophene in 40 parts of ethanol are added 4.1 parts of 1,3 -dihydro-1-(3-oxobutyl)-2H-benzimidazol-2-one, 5.2 parts of 1-(4-fluorophenyl)-2-(4-piperidinyl)ethanone hydrochloride, 2 parts of sodium hydrogen carbonate and 160 parts of methanol. The whole is hydrogenated in the Parr-apparatus at 60° C. with 2 parts of palladium-on-charcoal catalyst 10%. After the calculated amount of hydrogen is taken up, the catalyst is filtered off and the filtrate is allowed ...